This data is from the Open Reaction Database (ORD), a public repository of structured organic reaction records. The task is: describe an organic reaction: reactants, conditions, products, and yield Reactants: C1CCOC1, CO, CCOC(C)=O, CSc1ccc([N+](=O)[O-])cc1F. Yields the product CSc1ccc(N)cc1F. Reaction SMILES: [CH2:13]1[O:14][CH2:15][CH2:16][CH2:17]1.[CH3:18][OH:19].[CH3:20][CH2:21][O:22][C:23](=[O:24])[CH3:25].[F:1][c:2]1[cH:3][c:4]([N+:10]([O-:11])=[O:12])[cH:5][cH:6][c:7]1[S:8][CH3:9]>>[F:1][c:2]1[cH:3][c:4]([NH2:10])[cH:5][cH:6][c:7]1[S:8][CH3:9]. Starting materials: [N+](=O)([O-])C=1C=C2C=NNC2=CC1 (5-nitroindazole), [H-].[Na+] (sodium hydride), ClC1=NC=C(C=C1Cl)C(F)(F)F (2,3-dichloro-5-trifluoromethylpyridine), resultant mixture, resultant mixture, O (water). Run in CN(C=O)C (N,N-dimethylformamide). Reaction conditions: time 10 minute. Product: ClC=1C(=NC=C(C1)C(F)(F)F)N1N=CC2=CC(=CC=C12)[N+](=O)[O-] (1-(3-chloro-5-trifluoromethylpyridin-2-yl)-5-nitroindazole). Isolated yield 54.0%. RXN SMILES: [N+:1]([C:4]1[CH:5]=[C:6]2[C:10](=[CH:11][CH:12]=1)[NH:9][N:8]=[CH:7]2)([O-:3])=[O:2].[H-].[Na+].Cl[C:16]1[C:21]([Cl:22])=[CH:20][C:19]([C:23]([F:26])([F:25])[F:24])=[CH:18][N:17]=1.O>CN(C)C=O>[Cl:22][C:21]1[C:16]([N:9]2[C:10]3[C:6](=[CH:5][C:4]([N+:1]([O-:3])=[O:2])=[CH:12][CH:11]=3)[CH:7]=[N:8]2)=[N:17][CH:18]=[C:19]([C:23]([F:25])([F:24])[F:26])[CH:20]=1 |f:1.2|. Reported procedure: To a solution of 5-nitroindazole (1.63 g) in N,N-dimethylformamide (10 ml), 60% sodium hydride (0.5 g) was added, and the resultant mixture was stirred while cooling with ice. After 10 minutes, 2,3-dichloro-5-trifluoromethylpyridine (2.1 g) was added thereto, and the resultant mixture was stirred at room temperature for 30 minutes. After completion of the reaction, the reaction mixture was poured into water and extracted with ethyl acetate. The extract was dried over magnesium sulfate and concen... Reactants: NC1=C2N=CN(C2=NC(=N1)SC1=CC=CC=C1)CC1=CC=CC=C1 (6-Amino-9-benzyl-2-phenylthiopurine), BrBr (bromine), S(=S)(=O)([O-])[O-].[Na+].[Na+] (sodium thiosulfate). Run in C(Cl)Cl (methylene chloride). Run at time 4.5 hour. Yields the product NC1=C2N=C(N(C2=NC(=N1)SC1=CC=CC=C1)CC1=CC=CC=C1)Br (6-Amino-9-benzyl-8-bromo-2-phenylthiopurine). Isolated yield 22.0%. As a reaction SMILES: [NH2:1][C:2]1[N:10]=[C:9]([S:11][C:12]2[CH:17]=[CH:16][CH:15]=[CH:14][CH:13]=2)[N:8]=[C:7]2[C:3]=1[N:4]=[CH:5][N:6]2[CH2:18][C:19]1[CH:24]=[CH:23][CH:22]=[CH:21][CH:20]=1.[Br:25]Br.S([O-])([O-])(=O)=S.[Na+].[Na+]>C(Cl)Cl>[NH2:1][C:2]1[N:10]=[C:9]([S:11][C:12]2[CH:17]=[CH:16][CH:15]=[CH:14][CH:13]=2)[N:8]=[C:7]2[C:3]=1[N:4]=[C:5]([Br:25])[N:6]2[CH2:18][C:19]1[CH:20]=[CH:21][CH:22]=[CH:23][CH:24]=1 |f:2.3.4|. Procedure: 6-Amino-9-benzyl-2-phenylthiopurine (95 mg, 0.28 mmol) and bromine (0.4 ml) were dissolved in 150 ml of methylene chloride and the solution was stirred at room temperature for 4.5 hours. Aqueous sodium thiosulfate was added to the reaction mixture. The organic layer was separated, dried on magnesium sulfate and filtered. The solvent in the filtered was evaporated in vacuo. The residue was purified with silica gel chromatography (0.5% methanol/chloroform) to give the subject compound (25 mg, yiel... Reactants: C(C)OC1=CC=C(C=C1)S(=O)(=O)N1CC2N(CC1)C(C1=C2N=C(C=C1)C)=O (9-{[4-(ethyloxy)phenyl]sulfonyl}-2-methyl-8,9,10,10a-tetrahydropyrido[2′,3′:3,4]pyrrolo[1,2-a]pyrazin-5(7H)-one), [Li+].C[Si](C)(C)[N-][Si](C)(C)C (LiHMDS), solution, CI (methyl iodide). Solvent: C1CCOC1 (THF), C1CCOC1 (THF). Conditions: temperature -78 celsius, time 30 minute. Product: C(C)OC1=CC=C(C=C1)S(=O)(=O)N1CC2(N(CC1)C(C1=C2N=C(C=C1)C)=O)C (9-{[4-(Ethyloxy)phenyl]sulfonyl}-2,10a-dimethyl-8,9,10,10a-tetrahydropyrido[2′,3′:3,4]pyrrolo[1,2-a]pyrazin-5(7H)-one). As a reaction SMILES: [CH2:1]([O:3][C:4]1[CH:9]=[CH:8][C:7]([S:10]([N:13]2[CH2:18][CH2:17][N:16]3[C:19](=[O:27])[C:20]4[CH:25]=[CH:24][C:23]([CH3:26])=[N:22][C:21]=4[CH:15]3[CH2:14]2)(=[O:12])=[O:11])=[CH:6][CH:5]=1)[CH3:2].[Li+].[CH3:29][Si]([N-][Si](C)(C)C)(C)C.CI>C1COCC1>[CH2:1]([O:3][C:4]1[CH:9]=[CH:8][C:7]([S:10]([N:13]2[CH2:18][CH2:17][N:16]3[C:19](=[O:27])[C:20]4[CH:25]=[CH:24][C:23]([CH3:26])=[N:22][C:21]=4[C:15]3([CH3:29])[CH2:14]2)(=[O:11])=[O:12])=[CH:6][CH:5]=1)[CH3:2] |f:1.2|. Procedure: To a solution of 9-{[4-(ethyloxy)phenyl]sulfonyl}-2-methyl-8,9,10,10a-tetrahydropyrido[2′,3′:3,4]pyrrolo[1,2-a]pyrazin-5(7H)-one (31 mg) in dry THF (0.5 mL) under argon at −78° C. was added LiHMDS (0.104 mL, 1M, in THF) dropwise. The reaction was stirred at −78° C. for 30 minutes and then the temperature of the cool bath raised to −50° C. over 15 minutes. A solution of methyl iodide (75 μL) in dry THF (1 mL) was made and then 100 μL of this solution added to the reaction dropwise. The reaction w... The reactants are CC(=O)OCC(=O)Cl, O=C([O-])O, CN1CCCC1=O, Fc1ccc(-c2nn3c(c2-c2ccncc2)NNCC3)cc1, [Na+], c1ccncc1. Product: CC(=O)OCC(=O)N1NCCn2nc(-c3ccc(F)cc3)c(-c3ccncc3)c21. RXN SMILES: [C:29]([CH3:30])(=[O:31])[O:32][CH2:33][C:34](=[O:35])[Cl:36].[C:44](=[O:45])([OH:46])[O-:47].[CH3:37][N:38]1[CH2:39][CH2:40][CH2:41][C:42]1=[O:43].[F:1][c:2]1[cH:3][cH:4][c:5](-[c:8]2[n:9][n:10]3[c:11]([c:16]2-[c:17]2[cH:18][cH:19][n:20][cH:21][cH:22]2)[NH:12][NH:13][CH2:14][CH2:15]3)[cH:6][cH:7]1.[Na+:48].[cH:23]1[cH:24][cH:25][n:26][cH:27][cH:28]1>>[F:1][c:2]1[cH:3][cH:4][c:5](-[c:8]2[n:9][n:10]3[c:11]([c:16]2-[c:17]2[cH:18][cH:19][n:20][cH:21][cH:22]2)[N:12]([C:34]([CH2:33][O:32][C:29]([CH3:30])=[O:31])=[O:35])[NH:13][CH2:14][CH2:15]3)[cH:6][cH:7]1. Starting materials: ClC(=C(C=O)C1=CC(=NC=C1)Cl)C1=NN(C(=C1C)C1=CC=C(C=C1)F)C (3-Chloro-2-(2-chloro-pyridin-4-yl)-3-[5-(4-fluoro-phenyl)-1,4-dimethyl-1H-pyrazol-3-yl]-propenal), C([O-])(O)=O (Bicarbonate), CC(C)(C)[O-].[K+] (Potassium tert-butylate), O (water). Run in C1CCOC1 (THF), C1CCOC1 (THF). Reaction conditions: temperature 5 celsius, time 1 hour. The product is ClC1=NC=CC(=C1)C#CC1=NN(C(=C1C)C1=CC=C(C=C1)F)C (2-Chloro-4-[5-(4-fluoro-phenyl)-1,4-dimethyl-1H-pyrazol-3-ylethynyl]-pyridine), solid. Isolated yield 82.0%. As a reaction SMILES: CC([O-])(C)C.[K+].O.Cl[C:9]([C:20]1[C:24]([CH3:25])=[C:23]([C:26]2[CH:31]=[CH:30][C:29]([F:32])=[CH:28][CH:27]=2)[N:22]([CH3:33])[N:21]=1)=[C:10]([C:13]1[CH:18]=[CH:17][N:16]=[C:15]([Cl:19])[CH:14]=1)C=O.C(=O)(O)[O-]>C1COCC1>[Cl:19][C:15]1[CH:14]=[C:13]([C:10]#[C:9][C:20]2[C:24]([CH3:25])=[C:23]([C:26]3[CH:27]=[CH:28][C:29]([F:32])=[CH:30][CH:31]=3)[N:22]([CH3:33])[N:21]=2)[CH:18]=[CH:17][N:16]=1 |f:0.1|. Reported procedure: To 11 ml of THF cooled to 0° C. were added 0.26 g of Potassium tert-butylate and 20 μl of water. Then a solution of 0.40 g 3-Chloro-2-(2-chloro-pyridin-4-yl)-3-[5-(4-fluoro-phenyl)-1,4-dimethyl-1H-pyrazol-3-yl]-propenal in 7 ml of THF was added at 0°. After stirring for 1 h at 5° C., 10 ml of 5% Bicarbonate solution were added and the aqueous phase was extracted twice with Ethyl acetate. The combined organic phases were washed with water and brine, dried over magnesium sulfate, filtered and evap...